This data is from the Open Reaction Database (ORD), a public repository of structured organic reaction records. The task is: describe an organic reaction: reactants, conditions, products, and yield The reactants are [Al+3], C1CCOC1, Cl, [H-], [H-], [H-], [H-], [Li+], O=C(O)c1cc2cc(-c3ccccc3)ccc2o1. Yields the product OCc1cc2cc(-c3ccccc3)ccc2o1. Reaction SMILES: [Al+3:20].[CH2:26]1[O:27][CH2:28][CH2:29][CH2:30]1.[ClH:25].[H-:19].[H-:22].[H-:23].[H-:24].[Li+:21].[c:1]1(-[c:7]2[cH:8][cH:9][c:10]3[c:11]([cH:12][c:13]([C:15](=[O:16])[OH:17])[o:14]3)[cH:18]2)[cH:2][cH:3][cH:4][cH:5][cH:6]1>>[c:1]1(-[c:7]2[cH:8][cH:9][c:10]3[c:11]([cH:12][c:13]([CH2:15][OH:16])[o:14]3)[cH:18]2)[cH:2][cH:3][cH:4][cH:5][cH:6]1. The reactants are [Si](C)(C)(C(C)(C)C)OC(C)[C@H]1CC[C@H]2[C@@H]3C(C=C4CC(CC[C@]4(C)[C@H]3CC[C@]12C)O)(O)C (20-tert-Butyldimethylsilyloxy-7-methyl-pregn-5-ene-3,7-diol), [Si](C)(C)(C(C)(C)C)OC(C)[C@H]1CC[C@H]2[C@@H]3C(C=C4CC(CC[C@]4(C)[C@H]3CC[C@]12C)O)(O)C (20-tert-Butyldimethylsilyloxy-7-methyl-pregn-5-ene-3,7-diol). The solvent is C1(=CC=CC=C1)C (toluene), C1(CCCCC1)=O (cyclohexanone). Run at temperature 40 celsius, time 10 minute. Product: [Si](C)(C)(C(C)(C)C)OC(C)[C@H]1CC[C@H]2[C@@H]3C(=CC4=CC(CC[C@]4(C)[C@H]3CC[C@]12C)=O)C (20-tert-Butyldimethylsilyloxy-7-methyl-pregn-4,6-dien-3-one). As a reaction SMILES: [Si:1]([O:8][CH:9]([C@@H:11]1[C@:28]2([CH3:29])[C@H:14]([C@H:15]3[C@H:25]([CH2:26][CH2:27]2)[C@:23]2([CH3:24])[C:18]([CH2:19][CH:20]([OH:30])[CH2:21][CH2:22]2)=[CH:17][C:16]3([CH3:32])O)[CH2:13][CH2:12]1)[CH3:10])([C:4]([CH3:7])([CH3:6])[CH3:5])([CH3:3])[CH3:2]>C1(C)C=CC=CC=1.C1(=O)CCCCC1>[Si:1]([O:8][CH:9]([C@@H:11]1[C@:28]2([CH3:29])[C@H:14]([C@H:15]3[C@H:25]([CH2:26][CH2:27]2)[C@:23]2([CH3:24])[C:18](=[CH:19][C:20](=[O:30])[CH2:21][CH2:22]2)[CH:17]=[C:16]3[CH3:32])[CH2:13][CH2:12]1)[CH3:10])([C:4]([CH3:5])([CH3:6])[CH3:7])([CH3:3])[CH3:2]. Reported procedure: A solution of 20-tert-butyldimethylsilyloxy-7-methyl-pregn-5-ene-3,7-diol (298 gm, 0.59 mol, product of Step 4) in toluene (3 L) and cyclohexanone (1.03 L) was azeotroped to remove 750 mL of solvent. A solution of aluminum isopropoxide (121 gm) in toluene (620 mL) was added and the solution azeotroped to remove another 650 mL of solvent. A reflux condenser was added and the solution refluxed overnight. The solution was cooled to 40° C. and Supercell™ (125 gm) and water (125 mL) were added. After... Reactants: C(C)(=O)OCC (ethyl acetate), C(C=C)OC(=O)N1[C@@H](CCC1)C(=O)O ((2S)-1-allyloxycarbonyl-2-carboxypyrrolidine), C1(CCCCC1)N=C=NC1CCCCC1 (dicyclohexylcarbodiimide), CC1(OC(=O)CC(=O)O1)C (Meldrum's acid). Reagents/catalysts: CN(C1=CC=NC=C1)C (4-dimethylaminopyridine). Run in ClCCl (dichloromethane). Run at time 24 hour. The product is C(C)(=O)[C@H]1N(CCC1)C(=O)OCC=C ((2S)-2-acetyl-1-allyloxycarbonylpyrrolidine). Isolated yield 43.8%. Reaction SMILES: [CH2:1]([O:4][C:5]([N:7]1[CH2:11][CH2:10][CH2:9][C@H:8]1[C:12]([OH:14])=O)=[O:6])[CH:2]=[CH2:3].[CH:15]1(N=C=NC2CCCCC2)CCCCC1.CC1(C)OC(=O)CC(=O)O1.C(OCC)(=O)C>ClCCl.CN(C)C1C=CN=CC=1>[C:12]([C@@H:8]1[CH2:9][CH2:10][CH2:11][N:7]1[C:5]([O:4][CH2:1][CH:2]=[CH2:3])=[O:6])(=[O:14])[CH3:15]. Procedure: To a solution of (2S)-1-allyloxycarbonyl-2-carboxypyrrolidine (10 g) in dichloromethane (100 ml) were added dicyclohexylcarbodiimide (9.8 g), Meldrum's acid (6.8 g) and 4-dimethylaminopyridine (5.8 g) at 0° C. After stirring for 24 hours at ambient temperature, the resulting precipitate was removed by filtration. The filtrate was washed with 1N hydrochloric acid solution, evaporated in vacuo. The residue was dissolved in a mixture of acetic acid (80 ml) and water (60 ml), and refluxed for 1 hour...